Dataset: the Open Reaction Database (ORD), a public repository of structured organic reaction records. Task: describe an organic reaction: reactants, conditions, products, and yield Starting materials: COC(=O)C(Cc1ccc(N)cc1)NC(=S)C1(CCCCS(C)(=O)=O)CCCC1, CCN(C(C)C)C(C)C, O=C(Cl)c1c(Cl)cccc1Cl, ClCCl, O. Product: COC(=O)C(Cc1ccc(NC(=O)c2c(Cl)cccc2Cl)cc1)NC(=S)C1(CCCCS(C)(=O)=O)CCCC1. RXN SMILES: [CH3:1][O:2][C:3]([CH:4]([NH:5][C:6](=[S:7])[C:8]1([CH2:13][CH2:14][CH2:15][CH2:16][S:17](=[O:18])(=[O:19])[CH3:20])[CH2:9][CH2:10][CH2:11][CH2:12]1)[CH2:21][c:22]1[cH:23][cH:24][c:25]([NH2:28])[cH:26][cH:27]1)=[O:29].[CH:41]([N:42]([CH:43]([CH3:44])[CH3:45])[CH2:46][CH3:47])([CH3:48])[CH3:49].[Cl:30][c:31]1[c:32]([C:33](=[O:34])[Cl:35])[c:36]([Cl:40])[cH:37][cH:38][cH:39]1.[Cl:50][CH2:51][Cl:52].[OH2:53]>>[CH3:1][O:2][C:3]([CH:4]([NH:5][C:6](=[S:7])[C:8]1([CH2:13][CH2:14][CH2:15][CH2:16][S:17](=[O:18])(=[O:19])[CH3:20])[CH2:9][CH2:10][CH2:11][CH2:12]1)[CH2:21][c:22]1[cH:23][cH:24][c:25]([NH:28][C:33]([c:32]2[c:31]([Cl:30])[cH:39][cH:38][cH:37][c:36]2[Cl:40])=[O:34])[cH:26][cH:27]1)=[O:29].